From a dataset of the Open Reaction Database (ORD), a public repository of structured organic reaction records. describe an organic reaction: reactants, conditions, products, and yield The reactants are Cl.OC(CNCC1=CC=C(C=C1)S(=O)(=O)N)CC (4-[(2-hydroxybutylamino)methyl]benzenesulfonamide hydrochloride), C(C1=CC=CC=C1)(=O)C1=C(C(=O)O)C=CC(=C1)Cl (2-benzoyl-4-chlorobenzoic acid). Product: ClC=1C=C2C(=C(N(C(C2=CC1)=O)CC1=CC=C(C=C1)S(=O)(=O)N)C(CC)=O)C1=CC=CC=C1 (4-(6-chloro-1-oxo-4-phenyl-3-propionyl-1H-isoquinolin-2-ylmethyl)benzenesulfonamide). RXN SMILES: Cl.[OH:2][CH:3]([CH2:17][CH3:18])[CH2:4][NH:5][CH2:6][C:7]1[CH:12]=[CH:11][C:10]([S:13]([NH2:16])(=[O:15])=[O:14])=[CH:9][CH:8]=1.[C:19]([C:27]1[CH:35]=[C:34]([Cl:36])[CH:33]=[CH:32][C:28]=1[C:29](O)=[O:30])(=O)[C:20]1[CH:25]=[CH:24][CH:23]=[CH:22][CH:21]=1>>[Cl:36][C:34]1[CH:35]=[C:27]2[C:28](=[CH:32][CH:33]=1)[C:29](=[O:30])[N:5]([CH2:6][C:7]1[CH:8]=[CH:9][C:10]([S:13]([NH2:16])(=[O:14])=[O:15])=[CH:11][CH:12]=1)[C:4]([C:3](=[O:2])[CH2:17][CH3:18])=[C:19]2[C:20]1[CH:25]=[CH:24][CH:23]=[CH:22][CH:21]=1 |f:0.1|. Procedure details: In the same manner as in Example 452, Step 2, the title compound was synthesized from 4-[(2-hydroxybutylamino)methyl]benzenesulfonamide hydrochloride and 2-benzoyl-4-chlorobenzoic acid. Reactants: CN1N=CN=C1C1=C(C=CC=C1)C(=O)N1CC2C(C1)CN(C2)C(=O)OC(C)(C)C (tert-Butyl 5-{[2-(1-methyl-1H-1,2,4-triazol-5-yl)phenyl]carbonyl}hexahydropyrrolo[3,4-c]pyrrole-2(1H)-carboxylate), C(=O)(C(F)(F)F)O (TFA). The solvent is C(Cl)Cl (DCM). Run at time 2 hour. The product is C1N(CC2C1CNC2)C(=O)C2=C(C=CC=C2)C2=NC=NN2C ((Hexahydropyrrolo[3,4-c]pyrrol-2(1H)-yl)(2-(1-methyl-1H-1,2,4-triazol-5-yl)phenyl)methanone). As a reaction SMILES: [CH3:1][N:2]1[C:6]([C:7]2[CH:12]=[CH:11][CH:10]=[CH:9][C:8]=2[C:13]([N:15]2[CH2:19][CH:18]3[CH2:20][N:21](C(OC(C)(C)C)=O)[CH2:22][CH:17]3[CH2:16]2)=[O:14])=[N:5][CH:4]=[N:3]1.C(O)(C(F)(F)F)=O>C(Cl)Cl>[CH2:16]1[CH:17]2[CH2:22][NH:21][CH2:20][CH:18]2[CH2:19][N:15]1[C:13]([C:8]1[CH:9]=[CH:10][CH:11]=[CH:12][C:7]=1[C:6]1[N:2]([CH3:1])[N:3]=[CH:4][N:5]=1)=[O:14]. Reported procedure: Intermediate 60 (100 mg, 0.252 mmol), DCM (2.5 mL), TFA (0.5 mL) were stirred at room temperature for 2 h and then concentrated in vacuo. The residue was dissolved in DCM and treated with Dowex 550 A resin. After stirring for 2 h the resin was removed by filtration and the filtrate was concentrated in vacuo to a colorless oil which was taken on to the next step without further purification. MS (ESI) mass calculated for C16H19N5O, 297.16; m/z found, 298.0. Starting materials: COC(=O)C(C)Br, CN1CCCC1, CCN(C(C)C)C(C)C, NCCNc1nccc(-c2ccc(-c3cccs3)s2)n1, O. Product: COC(=O)C(C)NCCNc1nccc(-c2ccc(-c3cccs3)s2)n1. RXN SMILES: [Br:1][CH:2]([C:3](=[O:4])[O:5][CH3:6])[CH3:7].[CH3:38][N:39]1[CH2:40][CH2:41][CH2:42][CH2:43]1.[CH:28]([N:29]([CH2:30][CH3:31])[CH:32]([CH3:33])[CH3:34])([CH3:35])[CH3:36].[NH2:8][CH2:9][CH2:10][NH:11][c:12]1[n:13][cH:14][cH:15][c:16](-[c:18]2[s:19][c:20](-[c:23]3[s:24][cH:25][cH:26][cH:27]3)[cH:21][cH:22]2)[n:17]1.[OH2:37]>>[CH:2]([C:3](=[O:4])[O:5][CH3:6])([CH3:7])[NH:8][CH2:9][CH2:10][NH:11][c:12]1[n:13][cH:14][cH:15][c:16](-[c:18]2[s:19][c:20](-[c:23]3[s:24][cH:25][cH:26][cH:27]3)[cH:21][cH:22]2)[n:17]1. Starting materials: COC(=O)C1(c2ccc(C(=O)O)cc2)CC1, Cc1cc2nc(N)cc(-c3ccccc3)n2n1, O=C(Cl)C(=O)Cl, ClCCl, CN(C)C=O, O, c1ccncc1. The product is COC(=O)C1(c2ccc(C(=O)Nc3cc(-c4ccccc4)n4nc(C)cc4n3)cc2)CC1. Reaction SMILES: [CH3:1][O:2][C:3](=[O:4])[C:5]1([c:8]2[cH:9][cH:10][c:11]([C:12](=[O:13])[OH:14])[cH:15][cH:16]2)[CH2:6][CH2:7]1.[CH3:28][c:29]1[n:30][n:31]2[c:32]([n:33][c:34]([NH2:43])[cH:35][c:36]2-[c:37]2[cH:38][cH:39][cH:40][cH:41][cH:42]2)[cH:44]1.[Cl:17][C:18]([C:19]([Cl:20])=[O:21])=[O:22].[Cl:45][CH2:46][Cl:47].[O:23]=[CH:24][N:25]([CH3:26])[CH3:27].[OH2:54].[cH:48]1[cH:49][cH:50][n:51][cH:52][cH:53]1>>[CH3:1][O:2][C:3](=[O:4])[C:5]1([c:8]2[cH:9][cH:10][c:11]([C:12](=[O:14])[NH:43][c:34]3[n:33][c:32]4[n:31]([n:30][c:29]([CH3:28])[cH:44]4)[c:36](-[c:37]4[cH:38][cH:39][cH:40][cH:41][cH:42]4)[cH:35]3)[cH:15][cH:16]2)[CH2:6][CH2:7]1.